describe an organic reaction: reactants, conditions, products, and yield From a dataset of the Open Reaction Database (ORD), a public repository of structured organic reaction records. Procedure details: A solution of 17.5 g. (0.1 mole) ρ-chlorobenzoyl chloride and 13.3 g. (0.1 mole) aluminum chloride in 150 ml. of dichloroethane is added rapidly to a solution of 25.3 g. (0.1 mole) of ethyl 1.4-dimethyl-3-ethoxycarbonylpyrrole-2-acetate in 100 ml. of refluxing 1,2-dichloroethane. The solution is refluxed for 3.5 hours and poured into ice-hydrochloric acid. The organic layer is separated, and the aqueous layer washed with 1,2-dichloroethane. The combined organics are washed successively with wate... Reactants: ClC1=CC=C(C(=O)Cl)C=C1 (ρ-chlorobenzoyl chloride), CN1C(=C(C(=C1)C)C(=O)OCC)CC(=O)OCC (ethyl 1.4-dimethyl-3-ethoxycarbonylpyrrole-2-acetate), ice hydrochloric acid, [Cl-].[Al+3].[Cl-].[Cl-] (aluminum chloride), ClC(C)Cl (dichloroethane). RXN SMILES: [Cl:1][C:2]1[CH:10]=[CH:9][C:5]([C:6](Cl)=[O:7])=[CH:4][CH:3]=1.[Cl-].[Al+3].[Cl-].[Cl-].ClC(Cl)C.[CH3:19][N:20]1[CH:24]=[C:23]([CH3:25])[C:22]([C:26]([O:28][CH2:29][CH3:30])=[O:27])=[C:21]1[CH2:31][C:32]([O:34][CH2:35][CH3:36])=[O:33]>ClCCCl>[Cl:1][C:2]1[CH:10]=[CH:9][C:5]([C:6]([C:24]2[N:20]([CH3:19])[C:21]([CH2:31][C:32]([O:34][CH2:35][CH3:36])=[O:33])=[C:22]([C:26]([O:28][CH2:29][CH3:30])=[O:27])[C:23]=2[CH3:25])=[O:7])=[CH:4][CH:3]=1 |f:1.2.3.4|. Product: ClC1=CC=C(C(=O)C2=C(C(=C(N2C)CC(=O)OCC)C(=O)OCC)C)C=C1 (ethyl 5-(ρ-chlorobenzoyl)-1,4 dimethyl-3-ethoxycarbonylpyrrole-2-acetate). Run in ClCCCl (1,2-dichloroethane). Starting materials: Cl.O1CCOCC1 (HCl dioxane), [H-].[Na+] (NaH), FC1=C(C=C(C=C1)C1=NC(=NO1)C1=CC2=C(NC=N2)C=C1)C(F)(F)F (5-{5-[4-fluoro-3-(trifluoromethyl)phenyl]-1,2,4-oxadiazol-3-yl}-1H-benzimidazole), C1(CC1)CO (cyclopropylmethanol). The solvent is C(Cl)(Cl)Cl.CO (chloroform CH3OH), O (water), CN(C)C=O (DMF). Reaction conditions: time 15 minute. Product: Cl.C1(CC1)COC1=C(C=C(C=C1)C1=NC(=NO1)C1=CC2=C(NC=N2)C=C1)C(F)(F)F (5-{5-[4-(cyclopropylmethoxy)-3-(trifluoromethyl)phenyl]-1,2,4-oxadiazol-3-yl}-1H-benzimidazole hydrochloride). Reaction SMILES: [H-].[Na+].[CH:3]1([CH2:6][OH:7])[CH2:5][CH2:4]1.F[C:9]1[CH:14]=[CH:13][C:12]([C:15]2[O:19][N:18]=[C:17]([C:20]3[CH:28]=[CH:27][C:23]4[NH:24][CH:25]=[N:26][C:22]=4[CH:21]=3)[N:16]=2)=[CH:11][C:10]=1[C:29]([F:32])([F:31])[F:30].[ClH:33].O1CCOCC1>CN(C=O)C.C(Cl)(Cl)Cl.CO.O>[ClH:33].[CH:3]1([CH2:6][O:7][C:9]2[CH:14]=[CH:13][C:12]([C:15]3[O:19][N:18]=[C:17]([C:20]4[CH:28]=[CH:27][C:23]5[NH:24][CH:25]=[N:26][C:22]=5[CH:21]=4)[N:16]=3)=[CH:11][C:10]=2[C:29]([F:31])([F:32])[F:30])[CH2:5][CH2:4]1 |f:0.1,4.5,7.8,10.11|. Reported procedure: To a suspension of 60% NaH (68.0 mg) in DMF was added cyclopropylmethanol (99 mg) at 0° C., followed by stirring at the same temperature for 15 min, and then 5-{5-[4-fluoro-3-(trifluoromethyl)phenyl]-1,2,4-oxadiazol-3-yl}-1H-benzimidazole (120 mg) was added thereto. The reaction mixture was stirred at room temperature for 2 hours, and then added with water. It was extracted with EtOAc, and the organic layer was concentrated. The residue was purified by silica gel column chromatography (CH3OH/chl... The reactants are [S-]C#N.[K+] (potassium thiocyanate), CC(=O)C (acetone), C1(CC1)CNC(C)C1=CC=NC=C1 (N-(cyclopropylmethyl)-1-(4-pyridyl)ethylamine), C1(CC1)CNC(C)C1=CC=NC=C1 (N-(cyclopropylmethyl)-1-(4-pyridyl)ethylamine), C(C(C)(C)C)(=O)Cl (pivaloyl chloride). Run at temperature 0 celsius, time 5 hour. Yields the product C(C(C)(C)C)(=O)NC(N(C(C)C1=CC=NC=C1)CC1CC1)=S (N'-pivaloyl-N-cyclopropylmethyl-N-[1-(4-pyridyl)ethyl]thiourea). Reaction SMILES: [S-:1][C:2]#[N:3].[K+].CC(C)=O.[C:9](Cl)(=[O:14])[C:10]([CH3:13])([CH3:12])[CH3:11].[CH:16]1([CH2:19][NH:20][CH:21]([C:23]2[CH:28]=[CH:27][N:26]=[CH:25][CH:24]=2)[CH3:22])[CH2:18][CH2:17]1>>[C:9]([NH:3][C:2](=[S:1])[N:20]([CH2:19][CH:16]1[CH2:18][CH2:17]1)[CH:21]([C:23]1[CH:24]=[CH:25][N:26]=[CH:27][CH:28]=1)[CH3:22])(=[O:14])[C:10]([CH3:13])([CH3:12])[CH3:11] |f:0.1|. Procedure details: Dissolve under argon 2.9 g of potassium thiocyanate in 30 mol of acetone in a 100-ml three-necked flask. Cool to 0° C. and add 3.4 ml of pivaloyl chloride dropwise. Stir at 0° C. for 5 hours and then add 4.8 g of N-(cyclopropylmethyl)-1-(4-pyridyl)ethylamine (Compound 61). Stir at room temperature overnight. Evaporate to dryness. The residue is taken up in water and extracted into methylene chloride. Dry over anhydrous sodium sulphate and evaporate to dryness. The powder obtained is washed with ... Starting materials: C(C1=CC=CC=C1)N (Benzylamine), BrC1=CC(=CS1)C(=O)O (5-bromo-3-thiophenecarboxylic acid), C(C)(C)N(C(C)C)CC (N,N-diisopropylethylamine), ON1N=NC2=C1C=CC=C2 (1-hydroxybenzotriazole), Cl.C(C)N=C=NCCCN(C)C (1-ethyl-3-(3-dimethylaminopropyl)carbodiimide hydrochloride). Solvent: CN(C=O)C (N,N-dimethylformamide), C(C)(=O)OCC (ethyl acetate). Run at time 16 hour. Yields the product C(C1=CC=CC=C1)NC(=O)C1=CSC(=C1)Br (N-Benzyl-5-bromothiophene-3-carboxamide). Isolated yield 79.9%. Reaction SMILES: [Br:1][C:2]1[S:6][CH:5]=[C:4]([C:7]([OH:9])=O)[CH:3]=1.C(N(CC)C(C)C)(C)C.ON1C2C=CC=CC=2N=N1.Cl.C(N=C=NCCCN(C)C)C.[CH2:41]([NH2:48])[C:42]1[CH:47]=[CH:46][CH:45]=[CH:44][CH:43]=1>CN(C)C=O.C(OCC)(=O)C>[CH2:41]([NH:48][C:7]([C:4]1[CH:3]=[C:2]([Br:1])[S:6][CH:5]=1)=[O:9])[C:42]1[CH:47]=[CH:46][CH:45]=[CH:44][CH:43]=1 |f:3.4|. Reported procedure: To a stirred solution of 5-bromo-3-thiophenecarboxylic acid (0.50 g, 2.42 mmol) in N,N-dimethylformamide (5 mL) was added N,N-diisopropylethylamine (1.30 mL, 7.46 mmol), 1-hydroxybenzotriazole (0.49 g, 3.61 mmol), and 1-ethyl-3-(3-dimethylaminopropyl)carbodiimide hydrochloride (0.69 g, 3.62 mmol). Benzylamine (0.26 mL, 2.41 mmol) was added 5 minutes later. The reaction mixture was stirred at ambient temperature for 16 h, then diluted with ethyl acetate (75 mL). The organic layer was washed with ... Reactants: CCN=C=NCCCN(C)C, CC#N, Cl, O=C(O)c1ccc(F)c2ccccc12, NC(Cc1ccc(Cl)c(OC(F)(F)C(F)F)c1)C(O)c1ccc(F)cc1, O, On1nnc2ccccc21. Product: O=C(NC(Cc1ccc(Cl)c(OC(F)(F)C(F)F)c1)C(O)c1ccc(F)cc1)c1ccc(F)c2ccccc12. As a reaction SMILES: [CH2:42]([N:43]=[C:44]=[N:45][CH2:46][CH2:47][CH2:48][N:49]([CH3:50])[CH3:51])[CH3:52].[CH3:63][C:64]#[N:65].[ClH:41].[F:27][c:28]1[cH:29][cH:30][c:31]([C:38](=[O:39])[OH:40])[c:32]2[cH:33][cH:34][cH:35][cH:36][c:37]12.[NH2:1][CH:2]([CH:3]([OH:4])[c:5]1[cH:6][cH:7][c:8]([F:11])[cH:9][cH:10]1)[CH2:12][c:13]1[cH:14][c:15]([O:20][C:21]([CH:22]([F:23])[F:24])([F:25])[F:26])[c:16]([Cl:19])[cH:17][cH:18]1.[OH2:66].[OH:53][n:54]1[c:55]2[cH:56][cH:57][cH:58][cH:59][c:60]2[n:61][n:62]1>>[NH:1]([CH:2]([CH:3]([OH:4])[c:5]1[cH:6][cH:7][c:8]([F:11])[cH:9][cH:10]1)[CH2:12][c:13]1[cH:14][c:15]([O:20][C:21]([CH:22]([F:23])[F:24])([F:25])[F:26])[c:16]([Cl:19])[cH:17][cH:18]1)[C:38]([c:31]1[cH:30][cH:29][c:28]([F:27])[c:37]2[c:32]1[cH:33][cH:34][cH:35][cH:36]2)=[O:39]. Reactants: BrC1=CC=C2C(C=COC2=C1)=O (7-bromo-4H-chromen-4-one), [H-].C(C(C)C)[Al+]CC(C)C (diisobutylaluminium hydride). The solvent is C1CCOC1 (THF). Conditions: temperature -80 celsius, time 30 minute. Product: BrC1=CC=C2C(CCOC2=C1)=O (7-bromochroman-4-one). The yield is 68.7%. RXN SMILES: [Br:1][C:2]1[CH:11]=[C:10]2[C:5]([C:6](=[O:12])[CH:7]=[CH:8][O:9]2)=[CH:4][CH:3]=1.[H-].C([Al+]CC(C)C)C(C)C>C1COCC1>[Br:1][C:2]1[CH:11]=[C:10]2[C:5]([C:6](=[O:12])[CH2:7][CH2:8][O:9]2)=[CH:4][CH:3]=1 |f:1.2|. Procedure: A solution of 7-bromo-4H-chromen-4-one (26 g, 116 mmol) in dry THF (500 mL) under nitrogen for 1 hr, cooled to −80° C., and 173 mL of diisobutylaluminium hydride (2M in Toluene) was added over 30 minutes. The reaction was stirred at the same temperature for 30 min, quenched with a SiO2 (52 g)/water (52 mL) suspension, and allowed to warm to 0° C. The solution was filtered, the SiO2 washed with EtOAc, and the combined filtrate was concentrated to dryness. The residue was dissolved in CHCl3 (400 m...